Dataset: the Open Reaction Database (ORD), a public repository of structured organic reaction records. Task: describe an organic reaction: reactants, conditions, products, and yield The reactants are C(C1=CC=CC=C1)(C1=CC=CC=C1)N1C(=C(C2=CC(=CC=C12)Cl)CCOC1=CC=C(C(=O)O)C=C1)CCNS(=O)(=O)CC1=CC=CC=C1 (4-[2-(1-Benzhydryl-2-{2[(benzylsulfonyl)amino]ethyl}-5-chloro-1H-indol-3-yl)ethoxy]benzoic acid), ClC1=CC(=C(C=C1)CS(=O)(=O)Cl)[N+](=O)[O-] ((4-chloro-2-nitro-phenyl)-methanesulfonyl chloride). The product is C(C1=CC=CC=C1)(C1=CC=CC=C1)N1C(=C(C2=CC(=CC=C12)Cl)CCOC1=CC=C(C(=O)O)C=C1)CCNS(=O)(=O)CC1=C(C=C(C=C1)Cl)[N+](=O)[O-] (4-{2-[1-benzhydryl-5-chloro-2-(2{[(4-chloro-2-nitrobenzyl)sulfonyl]amino}ethyl)-1H-indol-3-yl]ethoxy}benzoic acid). The yield is 74.0%. Reaction SMILES: [CH:1]([N:14]1[C:22]2[C:17](=[CH:18][C:19]([Cl:23])=[CH:20][CH:21]=2)[C:16]([CH2:24][CH2:25][O:26][C:27]2[CH:35]=[CH:34][C:30]([C:31]([OH:33])=[O:32])=[CH:29][CH:28]=2)=[C:15]1[CH2:36][CH2:37][NH:38]S(CC1C=CC=CC=1)(=O)=O)([C:8]1[CH:13]=[CH:12][CH:11]=[CH:10][CH:9]=1)[C:2]1[CH:7]=[CH:6][CH:5]=[CH:4][CH:3]=1.[Cl:49][C:50]1[CH:55]=[CH:54][C:53]([CH2:56][S:57](Cl)(=[O:59])=[O:58])=[C:52]([N+:61]([O-:63])=[O:62])[CH:51]=1>>[CH:1]([N:14]1[C:22]2[C:17](=[CH:18][C:19]([Cl:23])=[CH:20][CH:21]=2)[C:16]([CH2:24][CH2:25][O:26][C:27]2[CH:35]=[CH:34][C:30]([C:31]([OH:33])=[O:32])=[CH:29][CH:28]=2)=[C:15]1[CH2:36][CH2:37][NH:38][S:57]([CH2:56][C:53]1[CH:54]=[CH:55][C:50]([Cl:49])=[CH:51][C:52]=1[N+:61]([O-:63])=[O:62])(=[O:59])=[O:58])([C:2]1[CH:3]=[CH:4][CH:5]=[CH:6][CH:7]=1)[C:8]1[CH:9]=[CH:10][CH:11]=[CH:12][CH:13]=1. Procedure: To the methyl 4-{2-[2-(2-aminoethyl)-1-benzhydryl-5-chloro-1H-indol-3-yl]ethoxy}benzoate (Step 6, Example 1) was added (4-chloro-2-nitro-phenyl)-methanesulfonyl chloride according to the procedure in Example 1 Step 7 to generate the product in 74% yield. Reactants: CCOC(=O)C1CCC2(CC1)SCC(C(=O)OC(C)(C)C)N2C(=O)c1ccccc1, CCO, CCOC(C)=O, [Na+], C1CCOC1, [OH-], O. Yields the product CC(C)(C)OC(=O)C1CSC2(CCC(C(=O)O)CC2)N1C(=O)c1ccccc1. As a reaction SMILES: [C:9]([c:10]1[cH:11][cH:12][cH:13][cH:14][cH:15]1)(=[O:16])[N:17]1[CH:18]([C:32](=[O:33])[O:34][C:35]([CH3:36])([CH3:37])[CH3:38])[CH2:19][S:20][C:21]12[CH2:22][CH2:23][CH:24]([C:27](=[O:28])[O:29][CH2:30][CH3:31])[CH2:25][CH2:26]2.[CH3:1][CH2:2][OH:3].[CH3:41][CH2:42][O:43][C:44](=[O:45])[CH3:46].[Na+:40].[O:4]1[CH2:5][CH2:6][CH2:7][CH2:8]1.[OH-:39].[OH2:47]>>[C:9]([c:10]1[cH:11][cH:12][cH:13][cH:14][cH:15]1)(=[O:16])[N:17]1[CH:18]([C:32](=[O:33])[O:34][C:35]([CH3:36])([CH3:37])[CH3:38])[CH2:19][S:20][C:21]12[CH2:22][CH2:23][CH:24]([C:27](=[O:28])[OH:29])[CH2:25][CH2:26]2. The reactants are [BH4-], CO, COCn1cc(C=NS(=O)(=O)c2ccc(C(F)(F)F)cc2)c(I)n1, [Na+], O. Yields the product COCn1cc(CNS(=O)(=O)c2ccc(C(F)(F)F)cc2)c(I)n1. As a reaction SMILES: [BH4-:25].[CH3:28][OH:29].[I:1][c:2]1[n:3][n:4]([CH2:22][O:23][CH3:24])[cH:5][c:6]1[CH:7]=[N:8][S:9](=[O:10])(=[O:11])[c:12]1[cH:13][cH:14][c:15]([C:18]([F:19])([F:20])[F:21])[cH:16][cH:17]1.[Na+:26].[OH2:27]>>[I:1][c:2]1[n:3][n:4]([CH2:22][O:23][CH3:24])[cH:5][c:6]1[CH2:7][NH:8][S:9](=[O:10])(=[O:11])[c:12]1[cH:13][cH:14][c:15]([C:18]([F:19])([F:20])[F:21])[cH:16][cH:17]1. The reactants are Cl.COC([C@H](CC=1C2=C(SC1)C=CC=C2)N)=O ((S)-2-amino-3-benzo[b]thiophen-3-yl-propionic acid methyl ester hydrochloride), ClC1=CC(=C(C(=O)O)C=C1)NS(=O)(=O)C=1C=2N=CC=NC2C=CC1 (4-chloro-2-(quinoxaline-5-sulfonylamino)-benzoic acid). Product: COC([C@H](CC=1C2=C(SC1)C=CC=C2)NC(C2=C(C=C(C=C2)Cl)NS(=O)(=O)C=2C=1N=CC=NC1C=CC2)=O)=O ((S)-3-Benzo[b]thiophen-3-yl-2-[4-chloro-2-(quinoxaline-5-sulfonylamino)-benzoylamino]-propionic acid methyl ester). As a reaction SMILES: Cl.[CH3:2][O:3][C:4](=[O:17])[C@@H:5]([NH2:16])[CH2:6][C:7]1[C:8]2[CH:15]=[CH:14][CH:13]=[CH:12][C:9]=2[S:10][CH:11]=1.[Cl:18][C:19]1[CH:27]=[CH:26][C:22]([C:23](O)=[O:24])=[C:21]([NH:28][S:29]([C:32]2[C:33]3[N:34]=[CH:35][CH:36]=[N:37][C:38]=3[CH:39]=[CH:40][CH:41]=2)(=[O:31])=[O:30])[CH:20]=1>>[CH3:2][O:3][C:4](=[O:17])[C@@H:5]([NH:16][C:23](=[O:24])[C:22]1[CH:26]=[CH:27][C:19]([Cl:18])=[CH:20][C:21]=1[NH:28][S:29]([C:32]1[C:33]2[N:34]=[CH:35][CH:36]=[N:37][C:38]=2[CH:39]=[CH:40][CH:41]=1)(=[O:31])=[O:30])[CH2:6][C:7]1[C:8]2[CH:15]=[CH:14][CH:13]=[CH:12][C:9]=2[S:10][CH:11]=1 |f:0.1|. Procedure details: 3-Benzo[b]thiophen-3-yl-2-(tert-butoxycarbonylamino)-propionic acid was treated as in EXAMPLE 2, Part A, to produce (S)-2-amino-3-benzo[b]thiophen-3-yl-propionic acid methyl ester hydrochloride as a white solid. This ester was coupled to 4-chloro-2-(quinoxaline-5-sulfonylamino)-benzoic acid as in EXAMPLE 1, Part C, to afford the title compound. HPLC: RT=10.33 min. MS (ESI−): mass calcd. for C27H21ClN4O5S2, 580.06; m/z found, 579/581 [M−H]−. 1H NMR (400 MHz, CDCl3): 11.35 (s, 1H), 8.94 (d, J=1.8,... Yields the product COCOc1ccc(C=O)cc1CC=C(C)C. Reaction SMILES: [CH3:24][O:25][CH2:26][Cl:27].[CH:15]([N:16]([CH2:17][CH3:18])[CH:19]([CH3:20])[CH3:21])([CH3:22])[CH3:23].[O:29]1[CH2:30][CH2:31][CH2:32][CH2:33]1.[OH2:28].[OH:1][c:2]1[c:3]([CH2:10][CH:11]=[C:12]([CH3:13])[CH3:14])[cH:4][c:5]([CH:6]=[O:7])[cH:8][cH:9]1>>[O:1]([c:2]1[c:3]([CH2:10][CH:11]=[C:12]([CH3:13])[CH3:14])[cH:4][c:5]([CH:6]=[O:7])[cH:8][cH:9]1)[CH2:26][O:25][CH3:24]. Reactants: COCCl, CCN(C(C)C)C(C)C, C1CCOC1, O, CC(C)=CCc1cc(C=O)ccc1O. Starting materials: ClC1CC2=C(SC3=C1C=CC=C3)C=CC(=C2)I (10-chloro- 10,11-dihydro-2-iodo-dibenzo[b,f]-thiepin), N1CCNCC1 (piperazine). Solvent: 2-N, [OH-].[Na+] (sodium hydroxide). Yields the product IC1=CC2=C(SC3=C(C(C2)N2CCNCC2)C=CC=C3)C=C1 (1-(10,11-dihydro-2-iodo-dibenzo[b,f]thiepin-10-yl)-piperazine). As a reaction SMILES: Cl[CH:2]1[C:8]2[CH:9]=[CH:10][CH:11]=[CH:12][C:7]=2[S:6][C:5]2[CH:13]=[CH:14][C:15]([I:17])=[CH:16][C:4]=2[CH2:3]1.[NH:18]1[CH2:23][CH2:22][NH:21][CH2:20][CH2:19]1>[OH-].[Na+]>[I:17][C:15]1[CH:14]=[CH:13][C:5]2[S:6][C:7]3[CH:12]=[CH:11][CH:10]=[CH:9][C:8]=3[CH:2]([N:18]3[CH2:23][CH2:22][NH:21][CH2:20][CH2:19]3)[CH2:3][C:4]=2[CH:16]=1 |f:2.3|. Reported procedure: 10.1 g of 10-chloro- 10,11-dihydro-2-iodo-dibenzo[b,f]-thiepin and 23.3 g of piperazine are held at 120°-130° C for 1 hour. The mixture is cooled, diluted with 2-N sodium hydroxide and extracted with ether. The organic phase is washed with water until neutral and extracted with 500 ml of 2-N hydrochloric acid. The aqueous phase is made alkaline and extracted with chloroform. The organic phase is dried over magnesium sulphate and concentrated under reduced pressure. There is obtained 1-(10,11-dih... As a reaction SMILES: [BH4-:17].[CH2:20]1[O:21][CH2:22][CH2:23][CH2:24]1.[CH3:1][O:2][c:3]1[c:4]([O:11][CH2:12][CH2:13][CH2:14][O:15][CH3:16])[cH:5][c:6]([CH:7]=[O:8])[cH:9][cH:10]1.[Na+:18].[OH2:19]>>[CH3:1][O:2][c:3]1[c:4]([O:11][CH2:12][CH2:13][CH2:14][O:15][CH3:16])[cH:5][c:6]([CH2:7][OH:8])[cH:9][cH:10]1. The product is COCCCOc1cc(CO)ccc1OC. Reactants: [BH4-], C1CCOC1, COCCCOc1cc(C=O)ccc1OC, [Na+], O.